This data is from the Open Reaction Database (ORD), a public repository of structured organic reaction records. The task is: describe an organic reaction: reactants, conditions, products, and yield The reactants are CC1=CC=C(C=C1)S(=O)(=O)OC[C@@H]1OC2=C(C=CC=3C(C=COC23)=O)OC1 ([(2R)-7-oxo-2,3-dihydro-7H-[1,4]dioxino[2,3-h]chromen-2-yl]methyl 4-methylbenzenesulfonate), C([O-])([O-])=O.[NH4+].[NH4+] (ammonium carbonate). Reagents/catalysts: [Pd] (palladium on carbon). Solvent: CO (methanol). The product is CC1=CC=C(C=C1)S(=O)(=O)OCC1OC2=C(C=CC=3C(CCOC23)=O)OC1 ([7-Oxo-2,3,8,9-tetrahydro-7H-[1,4]dioxino[2,3-h]chromen-2-yl]methyl 4-methylbenzenesulfonate). As a reaction SMILES: [CH3:1][C:2]1[CH:7]=[CH:6][C:5]([S:8]([O:11][CH2:12][C@H:13]2[CH2:27][O:26][C:16]3[CH:17]=[CH:18][C:19]4[C:20](=[O:25])[CH:21]=[CH:22][O:23][C:24]=4[C:15]=3[O:14]2)(=[O:10])=[O:9])=[CH:4][CH:3]=1.C(=O)([O-])[O-].[NH4+].[NH4+]>CO.[Pd]>[CH3:1][C:2]1[CH:3]=[CH:4][C:5]([S:8]([O:11][CH2:12][CH:13]2[CH2:27][O:26][C:16]3[CH:17]=[CH:18][C:19]4[C:20](=[O:25])[CH2:21][CH2:22][O:23][C:24]=4[C:15]=3[O:14]2)(=[O:10])=[O:9])=[CH:6][CH:7]=1 |f:1.2.3|. Reported procedure: 0.50 g (1.28 mmole) of [(2R)-7-oxo-2,3-dihydro-7H-[1,4]dioxino[2,3-h]chromen-2-yl]methyl 4-methylbenzenesulfonate in methanol was added to a round bottom flask containing 0.40 g of 10% palladium on carbon under a stream of nitrogen, ammonium carbonate was then added and the heterogeneous mixture was heated to reflux for 2.5 hours. After the catalyst was removed by filtration, the filtrate was concentrated in vacuum and the residue column chromatographed on silica gel with 0.5% methanol/methylene... Procedure: 6-Azido-2-fluoro-9-(2,3,5-tri-O-benzyl-β-D-arabinofuranosyl)purine (0.28 g, 0.48 Mmol) was dissolved in warm 2-propanol (3 mL) and then cooled to about 25° C. To the resulting solution was added sodium borohydride (18 mg, 0.48 Mmol) and the mixture was stirred at room temperature for 10 minutes and then at reflux for 15 minutes. The reaction was complete as determined by TLC so it was cooled to room temperature and diluted with water (10 mL). The resulting precipitate was recovered by filtration... Starting materials: N(=[N+]=[N-])C1=C2N=CN(C2=NC(=N1)F)[C@H]1[C@@H](OCC2=CC=CC=C2)[C@H](OCC2=CC=CC=C2)[C@H](O1)COCC1=CC=CC=C1 (6-Azido-2-fluoro-9-(2,3,5-tri-O-benzyl-β-D-arabinofuranosyl)purine), [BH4-].[Na+] (sodium borohydride). Isolated yield 0.0%. Conditions: temperature 25 celsius, time 10 minute. Run in CC(C)O (2-propanol), O (water). As a reaction SMILES: [N:1]([C:4]1[N:12]=[C:11]([F:13])[N:10]=[C:9]2[C:5]=1[N:6]=[CH:7][N:8]2[C@@H:14]1[O:34][C@H:33]([CH2:35][O:36][CH2:37][C:38]2[CH:43]=[CH:42][CH:41]=[CH:40][CH:39]=2)[C@@H:24]([O:25][CH2:26][C:27]2[CH:32]=[CH:31][CH:30]=[CH:29][CH:28]=2)[C@@H:15]1[O:16][CH2:17][C:18]1[CH:23]=[CH:22][CH:21]=[CH:20][CH:19]=1)=[N+]=[N-].[BH4-].[Na+]>CC(O)C.O>[CH2:17]([O:16][C@H:15]1[C@H:24]([O:25][CH2:26][C:27]2[CH:28]=[CH:29][CH:30]=[CH:31][CH:32]=2)[C@@H:33]([CH2:35][O:36][CH2:37][C:38]2[CH:43]=[CH:42][CH:41]=[CH:40][CH:39]=2)[O:34][C@H:14]1[N:8]1[CH:7]=[N:6][C:5]2[C:9]1=[N:10][C:11]([F:13])=[N:12][C:4]=2[NH2:1])[C:18]1[CH:19]=[CH:20][CH:21]=[CH:22][CH:23]=1 |f:1.2|. Product: C(C1=CC=CC=C1)O[C@@H]1[C@@H](O[C@@H]([C@H]1OCC1=CC=CC=C1)COCC1=CC=CC=C1)N1C2=NC(=NC(=C2N=C1)N)F (9-(2,3,5-Tri-O-benzyl-β-D-arabinofuranosyl)-2-fluoroadenine).